From a dataset of the Open Reaction Database (ORD), a public repository of structured organic reaction records. describe an organic reaction: reactants, conditions, products, and yield The reactants are Brc1ccc(Br)s1, C1CCOC1, CCBr, CC1CC(=O)CCO1, CCOCC, [Cl-], [Mg], [NH4+]. Yields the product CC1CC(O)(c2ccc(Br)s2)CCO1. Reaction SMILES: [Br:1][c:2]1[s:3][c:4]([Br:7])[cH:5][cH:6]1.[CH2:22]1[O:23][CH2:24][CH2:25][CH2:26]1.[CH2:8]([Br:9])[CH3:10].[CH3:12][CH:13]1[O:14][CH2:15][CH2:16][C:17](=[O:19])[CH2:18]1.[CH3:27][CH2:28][O:29][CH2:30][CH3:31].[Cl-:20].[Mg:11].[NH4+:21]>>[Br:1][c:2]1[s:3][c:4]([C:17]2([OH:19])[CH2:16][CH2:15][O:14][CH:13]([CH3:12])[CH2:18]2)[cH:5][cH:6]1. The reactants are C[C@@H]1C=CC(O1)=O ((R)-5-methyl-2(5H)-furanone), 4,4,6,7-tetrahydroisobenzofuran, Cl(=O)(=O)(=O)[O-].[Li+] (lithium perchlorate), CCOCC (ether). The product is O1[C@H]2C=3CCCCC3[C@@H]1[C@H]1C(O[C@@H]([C@@H]12)C)=O ((3R,3aR,4R,9S,9aS)-4,9-epoxy-3-methyl-3a,4,5,6,7,8,9,9a-octahydronaphtho[2,3-c]furan-1(3H)-one). The yield is 72.0%. As a reaction SMILES: [CH3:1][C@H:2]1[O:6][C:5](=[O:7])[CH:4]=[CH:3]1.Cl([O-])(=O)(=O)=O.[Li+].[CH3:14][CH2:15][O:16][CH2:17][CH3:18]>>[O:16]1[C@H:17]2[C@@H:4]3[C@@H:3]([C@@H:15]1[C:14]1[CH2:1][CH2:2][CH2:3][CH2:4][C:18]=12)[C@@H:2]([CH3:1])[O:6][C:5]3=[O:7] |f:1.2|. Procedure: Similarly to Example 1, 1.37 g(13.9 mmol) of (R)-5-methyl-2(5H)-furanone and 1.70 g(1 equivalent) of 4,4,6,7-tetrahydroisobenzofuran in 2 ml of dehydrated ether solution were reacted with 1.06 g of lithium perchlorate to obtain 2.20 g of (3R,3aR,4R,9S,9aS)-4,9-epoxy-3-methyl-3a,4,5,6,7,8,9,9a-octahydronaphtho[2,3-c]furan-1(3H)-one(yield 72%). Starting materials: [Cl-].[Al+3].[Cl-].[Cl-] (aluminum chloride), BrC1=C(C2=C(CCO2)C=C1CCC(=O)O)Br (3-(6,7-dibromo-2,3-dihydrobenzofuran-5-yl)propionic acid), ClCCl (dichloromethane), S(=O)(Cl)Cl (thionyl chloride). Reagents/catalysts: CN(C=O)C (N,N-dimethylformamide). Solvent: CO (methanol). Run at time 30 minute. The product is BrC1=C(C=2CCC(C2C2=C1OCC2)=O)Br (4,5-Dibromo-1,2,6,7-tetrahydro-8H-indeno[5,4-b]furan-8-one). Yield: 83.2%. As a reaction SMILES: [Br:1][C:2]1[C:10]([CH2:11][CH2:12][C:13]([OH:15])=O)=[CH:9][C:5]2[CH2:6][CH2:7][O:8][C:4]=2[C:3]=1[Br:16].ClCCl.S(Cl)(Cl)=O.[Cl-].[Al+3].[Cl-].[Cl-]>CN(C)C=O.CO>[Br:16][C:3]1[C:4]2[O:8][CH2:7][CH2:6][C:5]=2[C:9]2[C:13](=[O:15])[CH2:12][CH2:11][C:10]=2[C:2]=1[Br:1] |f:3.4.5.6|. Procedure details: A mixture of 3-(6,7-dibromo-2,3-dihydrobenzofuran-5-yl)propionic acid (10.0 g, 28.6 mmols), dichloromethane (35 mL), thionyl chloride (5.11 g, 40.8 mmols) and N,N-dimethylformamide (30 mg) was heated to reflux for 1 hour. After cooling, aluminum chloride (4.66 g, 43.3 mmols) was added to the reaction mixture a trot more than 0° C. and then the mixture was stirred for 30 min. The reaction mixture was poured into precooled methanol (200 mL), then stirred for 30 min. Crystals precipitated were coll... Starting materials: BrC1=CC=C2N=CC(=NC2=C1)NN (7-bromo-2-hydrazinylquinoxaline), C(OCC)(OCC)OCC (triethyl orthoformate). Solvent: C(C)OCC (ethyl ether). Yields the product BrC1=CC=C2N=CC=3N(C2=C1)C=NN3 (8-bromo-[1,2,4]triazolo[4,3-a]quinoxaline). Reaction SMILES: [Br:1][C:2]1[CH:11]=[C:10]2[C:5]([N:6]=[CH:7][C:8]([NH:12][NH2:13])=[N:9]2)=[CH:4][CH:3]=1.[CH:14](OCC)(OCC)OCC>C(OCC)C>[Br:1][C:2]1[CH:11]=[C:10]2[C:5]([N:6]=[CH:7][C:8]3[N:9]2[CH:14]=[N:13][N:12]=3)=[CH:4][CH:3]=1. Reported procedure: The solution of 7-bromo-2-hydrazinylquinoxaline (200 mg, 0.83 mmol) in triethyl orthoformate (3 mL) was heated to 100° C. for 4 h; after cooling to r.t., the mixture was diluted with ethyl ether, and the precipitate was collected by filtration and dried in vacuo to afford the title product 8-bromo-[1,2,4]triazolo[4,3-a]quinoxaline as yellow solid in 87% yield (180 mg). m/z 251 (M+H)+. Reactants: C(C)(C)(C)OC(=O)N1CCC=2C(=C(N3N=CC=C3N2)Cl)CC1 (10-chloro-5,6,8,9-tetrahydro-1,4,7,10a-tetraaza-cyclohepta[f]indene-7-carboxylic acid tert-butyl ester), O1CCOCC1 (dioxane), B1(OC(C(O1)(C)C)(C)C)C2=CCN(CC2)C(=O)OC(C)(C)C ((N-tert-butoxycarbonyl)-1,2,3,6-tetrahydropyridine-4-boronic acid pinacol ester), C(=O)([O-])[O-].[Na+].[Na+] (Na2CO3). The reagents and catalysts are C1=CC=C(C=C1)P([C-]2C=CC=C2)C3=CC=CC=C3.C1=CC=C(C=C1)P([C-]2C=CC=C2)C3=CC=CC=C3.Cl[Pd]Cl.[Fe+2] (1,1′-bis(diphenylphosphino)ferrocenedichloro palladium (II)). The solvent is CO (MeOH). Yields the product C(C)(C)(C)OC(=O)N1CCC=2C(=C(N3N=CC=C3N2)C=2CCN(CC2)C(=O)OC(C)(C)C)CC1 (10-(1-tert-Butoxycarbonyl-1,2,3,6-tetrahydro-pyridin-4-yl)-5,6,8,9-tetrahydro-1,4,7,10a-tetraaza-cyclohepta[f]indene-7-carboxylic acid tert-butyl ester). RXN SMILES: [C:1]([O:5][C:6]([N:8]1[CH2:22][CH2:21][C:12]2=[C:13](Cl)[N:14]3[C:18]([N:19]=[C:11]2[CH2:10][CH2:9]1)=[CH:17][CH:16]=[N:15]3)=[O:7])([CH3:4])([CH3:3])[CH3:2].O1CCOCC1.B1([C:38]2[CH2:43][CH2:42][N:41]([C:44]([O:46][C:47]([CH3:50])([CH3:49])[CH3:48])=[O:45])[CH2:40][CH:39]=2)OC(C)(C)C(C)(C)O1.C([O-])([O-])=O.[Na+].[Na+]>C1C=CC(P(C2C=CC=CC=2)[C-]2C=CC=C2)=CC=1.C1C=CC(P(C2C=CC=CC=2)[C-]2C=CC=C2)=CC=1.Cl[Pd]Cl.[Fe+2].CO>[C:1]([O:5][C:6]([N:8]1[CH2:22][CH2:21][C:12]2=[C:13]([C:38]3[CH2:43][CH2:42][N:41]([C:44]([O:46][C:47]([CH3:50])([CH3:49])[CH3:48])=[O:45])[CH2:40][CH:39]=3)[N:14]3[C:18]([N:19]=[C:11]2[CH2:10][CH2:9]1)=[CH:17][CH:16]=[N:15]3)=[O:7])([CH3:4])([CH3:3])[CH3:2] |f:3.4.5,6.7.8.9|. Reported procedure: To 0.075 g (0.23 mmol) 10-chloro-5,6,8,9-tetrahydro-1,4,7,10a-tetraaza-cyclohepta[f]indene-7-carboxylic acid tert-butyl ester in a microwave tube were added 3 mL dioxane, 1 mL MeOH, 79 mg (0.25 mmol) (N-tert-butoxycarbonyl)-1,2,3,6-tetrahydropyridine-4-boronic acid pinacol ester, 0.6 mL aqueous Na2CO3 (2 M), 19 mg (0.023 mmol) 1,1′-bis(diphenylphosphino)ferrocenedichloro palladium (II) under nitrogen and the reaction was subjected to microwave irradiation (discoverer, 100° C., 250 Watts) for 15 ... Starting materials: O=S1(N(CCC1)C1=NC=C(C(=O)OCC)C=C1)=O (ethyl 6-(1,1-dioxo-1λ6-isothiazolidin-2-yl)nicotinate), C1(CC1)C=1C(=NC=C(C1)C)N1CCNCC1 (1-(3-cyclopropyl-5-methylpyridin-2-yl)piperazine). Product: C1(CC1)C=1C(=NC=C(C1)C)N1CCN(CC1)C(=O)C=1C=NC(=CC1)N1S(CCC1)(=O)=O ([4-(3-cyclopropyl-5-methylpyridin-2-yl)piperazin-1-yl][6-(1,1-dioxo-1λ6-isothiazolidin-2-yl)pyridin-3-yl]methanone). Yield: 45.9%. Reaction SMILES: [O:1]=[S:2]1(=[O:18])[CH2:6][CH2:5][CH2:4][N:3]1[C:7]1[CH:17]=[CH:16][C:10]([C:11]([O:13]CC)=O)=[CH:9][N:8]=1.[CH:19]1([C:22]2[C:23]([N:29]3[CH2:34][CH2:33][NH:32][CH2:31][CH2:30]3)=[N:24][CH:25]=[C:26]([CH3:28])[CH:27]=2)[CH2:21][CH2:20]1>>[CH:19]1([C:22]2[C:23]([N:29]3[CH2:34][CH2:33][N:32]([C:11]([C:10]4[CH:9]=[N:8][C:7]([N:3]5[CH2:4][CH2:5][CH2:6][S:2]5(=[O:1])=[O:18])=[CH:17][CH:16]=4)=[O:13])[CH2:31][CH2:30]3)=[N:24][CH:25]=[C:26]([CH3:28])[CH:27]=2)[CH2:20][CH2:21]1. Reported procedure: Using ethyl 6-(1,1-dioxo-1λ6-isothiazolidin-2-yl)nicotinate (300 mg) described in Preparation Example 25 and 1-(3-cyclopropyl-5-methylpyridin-2-yl)piperazine (241 mg) described in Preparation Example 86 and by the reaction and treatment in the same manner as in Example 109, the title compound (225 mg) was obtained.